This data is from the Open Reaction Database (ORD), a public repository of structured organic reaction records. The task is: describe an organic reaction: reactants, conditions, products, and yield Starting materials: [Al+3], [Cl-], [Cl-], [Cl-], COc1cccc(Cl)c1Cl, O=C(Cl)c1ccc(Cl)c(Cl)c1, ClCCCl, Cl. Yields the product COc1ccc(C(=O)c2ccc(Cl)c(Cl)c2)c(Cl)c1Cl. Reaction SMILES: [Al+3:13].[Cl-:12].[Cl-:14].[Cl-:15].[Cl:16][c:17]1[c:18]([O:24][CH3:25])[cH:19][cH:20][cH:21][c:22]1[Cl:23].[Cl:1][c:2]1[cH:3][c:4]([C:5](=[O:6])[Cl:7])[cH:8][cH:9][c:10]1[Cl:11].[Cl:27][CH2:28][CH2:29][Cl:30].[ClH:26]>>[Cl:1][c:2]1[cH:3][c:4]([C:5](=[O:6])[c:21]2[cH:20][cH:19][c:18]([O:24][CH3:25])[c:17]([Cl:16])[c:22]2[Cl:23])[cH:8][cH:9][c:10]1[Cl:11]. Reactants: C(C1=CC=CC=C1)OC(=O)N1CCC(CC1)(C1=CC=CC=C1)C(N(C)CC1=CC=CC=C1)=O (4-(benzyl-methyl-carbamoyl)-4-phenyl-piperidine-1-carboxylic acid benzyl ester). Reagents/catalysts: [Pd] (Pd—C). Solvent: CO (MeOH). Run at time 3 hour. Product: C(C1=CC=CC=C1)N(C(=O)C1(CCNCC1)C1=CC=CC=C1)C (4-Phenyl-piperidine-4-carboxylic acid benzyl-methyl-amide). RXN SMILES: C(OC([N:11]1[CH2:16][CH2:15][C:14]([C:23](=[O:33])[N:24]([CH2:26][C:27]2[CH:32]=[CH:31][CH:30]=[CH:29][CH:28]=2)[CH3:25])([C:17]2[CH:22]=[CH:21][CH:20]=[CH:19][CH:18]=2)[CH2:13][CH2:12]1)=O)C1C=CC=CC=1>CO.[Pd]>[CH2:26]([N:24]([CH3:25])[C:23]([C:14]1([C:17]2[CH:22]=[CH:21][CH:20]=[CH:19][CH:18]=2)[CH2:13][CH2:12][NH:11][CH2:16][CH2:15]1)=[O:33])[C:27]1[CH:28]=[CH:29][CH:30]=[CH:31][CH:32]=1. Procedure: A mixture of 4-(benzyl-methyl-carbamoyl)-4-phenyl-piperidine-1-carboxylic acid benzyl ester (4.4 g, 10 mmol) and Pd—C (10%, 400 mg) in MeOH (200 mL) is hydrogenated at r.t. and atmospheric pressure for 3 h. The mixture is filtered and evaporated. The residue is purified by reversed phase MPLC to provide the title compound. Starting materials: C1(=CC=CC=C1)C(C(=O)O)CC1=CC=CC=C1 (2,3-diphenylpropanoic acid), O=S(Cl)Cl (SOCl2). Run at time 8 hour. Product: C1(=CC=CC=C1)C(C(=O)Cl)CC1=CC=CC=C1 (2,3-Diphenylpropionylchloride). As a reaction SMILES: [C:1]1([CH:7]([CH2:11][C:12]2[CH:17]=[CH:16][CH:15]=[CH:14][CH:13]=2)[C:8](O)=[O:9])[CH:6]=[CH:5][CH:4]=[CH:3][CH:2]=1.O=S(Cl)[Cl:20]>>[C:1]1([CH:7]([CH2:11][C:12]2[CH:17]=[CH:16][CH:15]=[CH:14][CH:13]=2)[C:8]([Cl:20])=[O:9])[CH:6]=[CH:5][CH:4]=[CH:3][CH:2]=1. Procedure: 25 g of 2,3-diphenylpropanoic acid was dissolved in 80 mL of SOCl2 (10 eq.). The reaction mixture was stiffed under N2 overnight at room temperature. Extra SOCl2 removed by evaporation. 2,3-Diphenylpropionylchloride (28 g) was obtained as an oil and used without purification. N-(di-BOC-Amidino)-N′-(2,3-diphenylpropionyl)-1,3-diaminoxylene (5′) To a precooled solution (0° C.) of 3 (27.4 g, 72.3 mmol) in 300 mL of CHCl3, Et3N (7.3 g, 72.3 mmol) and 2,3 diphenylpropionylchloride (17.6 g, 72.3 mmol)... The reactants are Brc1cccc(-c2cnc3nnc(C4(c5ccc6ncccc6c5)CC4)n3n2)c1, C1COCCO1, COc1ccc(B2OC(C)(C)C(C)(C)O2)cn1, [K+], [K+], [K+], O, O=P([O-])([O-])[O-], c1ccc(P(c2ccccc2)(c2ccccc2)[Pd](P(c2ccccc2)(c2ccccc2)c2ccccc2)(P(c2ccccc2)(c2ccccc2)c2ccccc2)P(c2ccccc2)(c2ccccc2)c2ccccc2)cc1. Product: COc1ccc(-c2cccc(-c3cnc4nnc(C5(c6ccc7ncccc7c6)CC5)n4n3)c2)cn1. Reaction SMILES: [Br:1][c:2]1[cH:3][c:4](-[c:8]2[cH:9][n:10][c:11]3[n:12]([n:13]2)[c:14]([C:17]2([c:20]4[cH:21][c:22]5[cH:23][cH:24][cH:25][n:26][c:27]5[cH:28][cH:29]4)[CH2:18][CH2:19]2)[n:15][n:16]3)[cH:5][cH:6][cH:7]1.[CH2:56]1[O:57][CH2:58][CH2:59][O:60][CH2:61]1.[CH3:30][O:31][c:32]1[n:33][cH:34][c:35]([B:38]2[O:39][C:40]([CH3:41])([CH3:42])[C:43]([CH3:44])([CH3:45])[O:46]2)[cH:36][cH:37]1.[K+:52].[K+:53].[K+:54].[OH2:55].[P:47]([O-:48])([O-:49])([O-:50])=[O:51].[cH:62]1[cH:63][cH:64][c:65]([P:66]([Pd:67]([P:68]([c:69]2[cH:70][cH:71][cH:72][cH:73][cH:74]2)([c:75]2[cH:76][cH:77][cH:78][cH:79][cH:80]2)[c:81]2[cH:82][cH:83][cH:84][cH:85][cH:86]2)([P:87]([c:88]2[cH:89][cH:90][cH:91][cH:92][cH:93]2)([c:94]2[cH:95][cH:96][cH:97][cH:98][cH:99]2)[c:100]2[cH:101][cH:102][cH:103][cH:104][cH:105]2)[P:106]([c:107]2[cH:108][cH:109][cH:110][cH:111][cH:112]2)([c:113]2[cH:114][cH:115][cH:116][cH:117][cH:118]2)[c:119]2[cH:120][cH:121][cH:122][cH:123][cH:124]2)([c:125]2[cH:126][cH:127][cH:128][cH:129][cH:130]2)[c:131]2[cH:132][cH:133][cH:134][cH:135][cH:136]2)[cH:137][cH:138]1>>[c:2]1(-[c:35]2[cH:34][n:33][c:32]([O:31][CH3:30])[cH:37][cH:36]2)[cH:3][c:4](-[c:8]2[cH:9][n:10][c:11]3[n:12]([n:13]2)[c:14]([C:17]2([c:20]4[cH:21][c:22]5[cH:23][cH:24][cH:25][n:26][c:27]5[cH:28][cH:29]4)[CH2:18][CH2:19]2)[n:15][n:16]3)[cH:5][cH:6][cH:7]1. Starting materials: B, C1CCOC1, C1CCOC1, CCOC(=O)CC1(CCC(Cc2ccc(C(=O)OC)cc2)C(=O)O)CC1, [Cl-], [NH4+]. Yields the product CCOC(=O)CC1(CCC(CO)Cc2ccc(C(=O)OC)cc2)CC1. RXN SMILES: [BH3:1].[CH2:2]1[O:3][CH2:4][CH2:5][CH2:6]1.[CH2:35]1[O:36][CH2:37][CH2:38][CH2:39]1.[CH2:7]([CH3:8])[O:9][C:10]([CH2:11][C:12]1([CH2:15][CH2:16][CH:17]([C:18](=[O:19])[OH:20])[CH2:21][c:22]2[cH:23][cH:24][c:25]([C:28](=[O:29])[O:30][CH3:31])[cH:26][cH:27]2)[CH2:13][CH2:14]1)=[O:32].[Cl-:33].[NH4+:34]>>[CH2:7]([CH3:8])[O:9][C:10]([CH2:11][C:12]1([CH2:15][CH2:16][CH:17]([CH2:18][OH:19])[CH2:21][c:22]2[cH:23][cH:24][c:25]([C:28](=[O:29])[O:30][CH3:31])[cH:26][cH:27]2)[CH2:13][CH2:14]1)=[O:32]. Reactants: CC(=O)N1CCC(OCCOc2ccc(C(N)=O)cc2)CC1, CCO, Cl, O. Yields the product NC(=O)c1ccc(OCCOC2CCNCC2)cc1. Reaction SMILES: [C:1](=[O:2])([CH3:3])[N:4]1[CH2:5][CH2:6][CH:7]([O:10][CH2:11][CH2:12][O:13][c:14]2[cH:15][cH:16][c:17]([C:18](=[O:19])[NH2:20])[cH:21][cH:22]2)[CH2:8][CH2:9]1.[CH3:23][CH2:24][OH:25].[ClH:27].[OH2:26]>>[NH:4]1[CH2:5][CH2:6][CH:7]([O:10][CH2:11][CH2:12][O:13][c:14]2[cH:15][cH:16][c:17]([C:18](=[O:19])[NH2:20])[cH:21][cH:22]2)[CH2:8][CH2:9]1. Reactants: ClC=1C(=NSC1C1=C(C(=CC=C1)Cl)F)C(=O)OC (Methyl 4-chloro-5-(3-chloro-2-fluorophenyl)isothiazole-3-carboxylate), Intermediate 50A, C(=O)([O-])[O-].[Cs+].[Cs+] (Cs2CO3), ClC=1C(=NSC1Cl)C(=O)OC (methyl 4,5-dichloroisothiazole-3-carboxylate). Reagents/catalysts: C=1C=CC(=CC1)[P](C=2C=CC=CC2)(C=3C=CC=CC3)[Pd]([P](C=4C=CC=CC4)(C=5C=CC=CC5)C=6C=CC=CC6)([P](C=7C=CC=CC7)(C=8C=CC=CC8)C=9C=CC=CC9)[P](C=1C=CC=CC1)(C=1C=CC=CC1)C=1C=CC=CC1 (Pd(PPh3)4). Solvent: COCCOC (DME), O (water), CCOC(=O)C (EtOAc). Run at temperature 100 celsius. The product is ClC=1C(=NSC1C1=C(C(=CC=C1)Cl)F)C(=O)O (4-Chloro-5-(3-chloro-2-fluorophenyl)isothiazole-3-carboxylic acid). Isolated yield 37.0%. RXN SMILES: [Cl:1][C:2]1[C:3]([C:15]([O:17]C)=[O:16])=[N:4][S:5][C:6]=1[C:7]1[CH:12]=[CH:11][CH:10]=[C:9]([Cl:13])[C:8]=1[F:14].C([O-])([O-])=O.[Cs+].[Cs+].ClC1C(C(OC)=O)=NSC=1Cl>COCCOC.O.CCOC(C)=O.C1C=CC([P]([Pd]([P](C2C=CC=CC=2)(C2C=CC=CC=2)C2C=CC=CC=2)([P](C2C=CC=CC=2)(C2C=CC=CC=2)C2C=CC=CC=2)[P](C2C=CC=CC=2)(C2C=CC=CC=2)C2C=CC=CC=2)(C2C=CC=CC=2)C2C=CC=CC=2)=CC=1>[Cl:1][C:2]1[C:3]([C:15]([OH:17])=[O:16])=[N:4][S:5][C:6]=1[C:7]1[CH:12]=[CH:11][CH:10]=[C:9]([Cl:13])[C:8]=1[F:14] |f:1.2.3,^1:52,54,73,92|. Reported procedure: Methyl 4-chloro-5-(3-chloro-2-fluorophenyl)isothiazole-3-carboxylate: To a solution of Intermediate 50A (0.100 g, 0.472 mmol) and Cs2CO3 (0.461 g, 1.415 mmol) in DME (3.02 mL) and water (0.605 mL) was added methyl 4,5-dichloroisothiazole-3-carboxylate (0.100 g, 0.472 mmol). The solution was purged with Ar for 0.5 h. To the solution was added Pd(PPh3)4 (0.054 g, 0.047 mmol). The reaction mixture was then sealed and heated in microwave for 0.5 h at 100° C. The reaction mixture was then diluted wit...